The task is: describe an organic reaction: reactants, conditions, products, and yield. This data is from the Open Reaction Database (ORD), a public repository of structured organic reaction records. The reactants are C(C=1C(N)=CC=CC1)(=O)N (Anthranilamide), C1(CCCCC1)C=O (cyclohexanecarboxaldehyde). Yields the product C1(CCCCC1)C1NC2=CC=CC=C2C(N1)=O (2-Cyclohexyl-4-oxo-1,2,3,4-tetrahydroquinazoline). As a reaction SMILES: [C:1]([NH2:10])(=[O:9])[C:2]1[C:3](=[CH:5][CH:6]=[CH:7][CH:8]=1)[NH2:4].[CH:11]1([CH:17]=O)[CH2:16][CH2:15][CH2:14][CH2:13][CH2:12]1>>[CH:11]1([CH:17]2[NH:10][C:1](=[O:9])[C:2]3[C:3](=[CH:5][CH:6]=[CH:7][CH:8]=3)[NH:4]2)[CH2:16][CH2:15][CH2:14][CH2:13][CH2:12]1. Procedure: Anthranilamide was transformed by Method G (using cyclohexanecarboxaldehyde). M.p. 172-174° C. Starting materials: C1CCOC1, CC(C)=O, C[Si](C)(C)[N-][Si](C)(C)C, CC(C)c1nc(-c2ccc(F)cc2)c(-c2ccc(F)cc2)n1C=CC=O, [Li+]. The product is CC(=O)CC(O)C=Cn1c(C(C)C)nc(-c2ccc(F)cc2)c1-c1ccc(F)cc1. Reaction SMILES: [CH2:41]1[O:42][CH2:43][CH2:44][CH2:45]1.[CH3:11][C:12]([CH3:13])=[O:14].[CH3:1][Si:2]([N-:3][Si:4]([CH3:5])([CH3:6])[CH3:7])([CH3:8])[CH3:9].[F:15][c:16]1[cH:17][cH:18][c:19](-[c:22]2[n:23][c:24]([CH:38]([CH3:39])[CH3:40])[n:25]([CH:34]=[CH:35][CH:36]=[O:37])[c:26]2-[c:27]2[cH:28][cH:29][c:30]([F:33])[cH:31][cH:32]2)[cH:20][cH:21]1.[Li+:10]>>[CH2:11]([C:12]([CH3:13])=[O:14])[CH:36]([CH:35]=[CH:34][n:25]1[c:24]([CH:38]([CH3:39])[CH3:40])[n:23][c:22](-[c:19]2[cH:18][cH:17][c:16]([F:15])[cH:21][cH:20]2)[c:26]1-[c:27]1[cH:28][cH:29][c:30]([F:33])[cH:31][cH:32]1)[OH:37]. Reactants: OC[C@]12[C@H](CC(C=C1CC[C@H]1[C@@H]3CCC([C@@]3(C)CC[C@H]21)=O)=O)C (19-hydroxy-1α-methyl-4-androstene-3,17-dione), O[C@@H]1[C@]2(C)[C@@H](CC1)[C@@H]1[C@@H](CC3=CC(CC[C@]3(CO)[C@H]1CC2)=O)C (17β,19-dihydroxy-7α-methyl-4-androstene-3-one), O[C@@H]1[C@]2(C)[C@@H](CC1)[C@@H]1CCC3=CC(CC[C@]3(CO)[C@H]1CC2)=O (17β,19-dihydroxy-4-androsten-3-one), 17β,19-dihydroxy-6α,17α-dimethyl-4-androsten-3-one. Product: O[C@@H]1[C@]2(C)[C@@H](CC1)[C@@H]1CCC3=C(C(CC[C@]3(CO)[C@H]1CC2)=O)C (17β,19-dihydroxy-4-methyl-4-androsten-3-one), OC[C@]12[C@H](CC(C(=C1CC[C@H]1[C@@H]3CCC([C@@]3(C)CC[C@H]21)=O)C)=O)C (19-hydroxy-1α,4-dimethyl-4-androstene-3,17-dione), O[C@@H]1[C@]2(C)[C@@H](CC1)[C@@H]1[C@@H](CC3=C(C(CC[C@]3(CO)[C@H]1CC2)=O)C)C (17β,19-dihydroxy-4,7α-dimethyl-4-androsten-3-one). As a reaction SMILES: [OH:1][C@H:2]1[CH2:7][CH2:6][C@H:5]2[C@H:8]3[C@H:19]([CH2:20][CH2:21][C@:3]12[CH3:4])[C@:16]1([CH2:17][OH:18])[C:11](=[CH:12][C:13](=[O:22])[CH2:14][CH2:15]1)[CH2:10][CH2:9]3.[OH:23][CH2:24][C@@:25]12[C@@H:42]3[C@H:33]([C@H:34]4[C@@:38]([CH2:40][CH2:41]3)([CH3:39])[C:37](=[O:43])[CH2:36][CH2:35]4)[CH2:32][CH2:31][C:30]1=[CH:29][C:28](=[O:44])[CH2:27][C@@H:26]2[CH3:45].[OH:46][C@H:47]1[CH2:52][CH2:51][C@H:50]2[C@H:53]3[C@H:64]([CH2:65][CH2:66][C@:48]12[CH3:49])[C@:61]1([CH2:62][OH:63])[C:56](=[CH:57][C:58](=[O:67])[CH2:59][CH2:60]1)[CH2:55][C@H:54]3[CH3:68]>>[OH:1][C@H:2]1[CH2:7][CH2:6][C@H:5]2[C@H:8]3[C@H:19]([CH2:20][CH2:21][C@:3]12[CH3:4])[C@:16]1([CH2:17][OH:18])[C:11](=[C:12]([CH3:24])[C:13](=[O:22])[CH2:14][CH2:15]1)[CH2:10][CH2:9]3.[OH:23][CH2:24][C@@:25]12[C@@H:42]3[C@H:33]([C@H:34]4[C@@:38]([CH2:40][CH2:41]3)([CH3:39])[C:37](=[O:43])[CH2:36][CH2:35]4)[CH2:32][CH2:31][C:30]1=[C:29]([CH3:47])[C:28](=[O:44])[CH2:27][C@@H:26]2[CH3:45].[OH:46][C@H:47]1[CH2:52][CH2:51][C@H:50]2[C@H:53]3[C@H:64]([CH2:65][CH2:66][C@:48]12[CH3:49])[C@:61]1([CH2:62][OH:63])[C:56](=[C:57]([CH3:2])[C:58](=[O:67])[CH2:59][CH2:60]1)[CH2:55][C@H:54]3[CH3:68]. Procedure: Following essentially the same procedure and substituting 17β,19-dihydroxy-4-androsten-3-one, 19-hydroxy-1α-methyl-4-androstene-3,17-dione and 17β,19-dihydroxy-7α-methyl-4-androstene-3-one for the 17β,19-dihydroxy-6α,17α-dimethyl-4-androsten-3-one above results in the preparation of 17β,19-dihydroxy-4-methyl-4-androsten-3-one, 19-hydroxy-1α,4-dimethyl-4-androstene-3,17-dione, and 17β,19-dihydroxy-4,7α-dimethyl-4-androsten-3-one, respectively. Reported procedure: To a solution of (3S)-3-[(2S)-5-carboxy-2-{(3-quinolyl)carbonylamino}pentanoyl]oxyhexadecanamide (100 mg) in methanol (10 ml) was added 2M solution of trimethylsilyldiazomethane in hexane (2 ml) at room temperature. After being stirred at the same temperature for 2 days, the solvent was removed under reduced pressure and the resulting solid was triturated with ethyl ether to give (3S)-3-[(2S)-5-methoxycarbonyl-2-{(3-quinolyl)carbonylamino}pentanoyl]oxyhexadecanamide (68.4 mg). Conditions: time 2 day. Reaction SMILES: [C:1]([CH2:4][CH2:5][CH2:6][C@H:7]([NH:29][C:30]([C:32]1[CH:33]=[N:34][C:35]2[C:40]([CH:41]=1)=[CH:39][CH:38]=[CH:37][CH:36]=2)=[O:31])[C:8]([O:10][C@@H:11]([CH2:16][CH2:17][CH2:18][CH2:19][CH2:20][CH2:21][CH2:22][CH2:23][CH2:24][CH2:25][CH2:26][CH2:27][CH3:28])[CH2:12][C:13]([NH2:15])=[O:14])=[O:9])([OH:3])=[O:2].[CH3:42][Si](C=[N+]=[N-])(C)C>CO.CCCCCC>[CH3:42][O:2][C:1]([CH2:4][CH2:5][CH2:6][C@H:7]([NH:29][C:30]([C:32]1[CH:33]=[N:34][C:35]2[C:40]([CH:41]=1)=[CH:39][CH:38]=[CH:37][CH:36]=2)=[O:31])[C:8]([O:10][C@@H:11]([CH2:16][CH2:17][CH2:18][CH2:19][CH2:20][CH2:21][CH2:22][CH2:23][CH2:24][CH2:25][CH2:26][CH2:27][CH3:28])[CH2:12][C:13]([NH2:15])=[O:14])=[O:9])=[O:3]. Yields the product COC(=O)CCC[C@@H](C(=O)O[C@H](CC(=O)N)CCCCCCCCCCCCC)NC(=O)C=1C=NC2=CC=CC=C2C1 ((3S)-3-[(2S)-5-methoxycarbonyl-2-{(3-quinolyl)carbonylamino}pentanoyl]oxyhexadecanamide). Starting materials: C(=O)(O)CCC[C@@H](C(=O)O[C@H](CC(=O)N)CCCCCCCCCCCCC)NC(=O)C=1C=NC2=CC=CC=C2C1 ((3S)-3-[(2S)-5-carboxy-2-{(3-quinolyl)carbonylamino}pentanoyl]oxyhexadecanamide), solution, C[Si](C)(C)C=[N+]=[N-] (trimethylsilyldiazomethane). Solvent: CO (methanol), CCCCCC (hexane).